The task is: describe an organic reaction: reactants, conditions, products, and yield. This data is from the Open Reaction Database (ORD), a public repository of structured organic reaction records. Reactants: CC(=O)OCCCNc1c([N+](=O)[O-])cnc2cc(Br)ccc12, CC#N. Product: CC(=O)OCCCNc1c(N)cnc2cc(Br)ccc12. Reaction SMILES: [C:1]([CH3:2])(=[O:3])[O:4][CH2:5][CH2:6][CH2:7][NH:8][c:9]1[c:10]([N+:20]([O-:21])=[O:22])[cH:11][n:12][c:13]2[cH:14][c:15]([Br:19])[cH:16][cH:17][c:18]12.[CH3:23][C:24]#[N:25]>>[C:1]([CH3:2])(=[O:3])[O:4][CH2:5][CH2:6][CH2:7][NH:8][c:9]1[c:10]([NH2:20])[cH:11][n:12][c:13]2[cH:14][c:15]([Br:19])[cH:16][cH:17][c:18]12.